From a dataset of the Open Reaction Database (ORD), a public repository of structured organic reaction records. describe an organic reaction: reactants, conditions, products, and yield Starting materials: N1=C(C=CC=C1)C(=O)C1=NC=CC=C1 (di-2-pyridyl ketone), N[C@@H](CS)C(=O)O (L-cysteine), O (water). The solvent is C(C)O (ethanol). The product is N1=C(C=CC=C1)C1(SCC(N1)C(=O)O)C1=NC=CC=C1 (2,2-di(2-pyridyl)thiazolidine-4-carboxylic acid). The yield is 11.0%. As a reaction SMILES: [N:1]1[CH:6]=[CH:5][CH:4]=[CH:3][C:2]=1[C:7]([C:9]1[CH:14]=[CH:13][CH:12]=[CH:11][N:10]=1)=O.[NH2:15][C@H:16]([C:19]([OH:21])=[O:20])[CH2:17][SH:18].O>C(O)C>[N:1]1[CH:6]=[CH:5][CH:4]=[CH:3][C:2]=1[C:7]1([C:9]2[CH:14]=[CH:13][CH:12]=[CH:11][N:10]=2)[NH:15][CH:16]([C:19]([OH:21])=[O:20])[CH2:17][S:18]1. Procedure: A mixture of 3.68 g of di-2-pyridyl ketone, 2.42 g of L-cysteine, 25 ml of water and 25 ml of ethanol was refluxed for 3.5 hours. After allowing the mixture to cool, the insoluble matter was filtered off, and the filtrate was concentrated to dryness under reduced pressure. The residue was washed in sequence with ethyl acetate and ether to give 0.63 g of 2,2-di(2-pyridyl)thiazolidine-4-carboxylic acid. Starting materials: C(\C=C\CCC(=O)OC)(=O)OC ((E)-dimethyl hex-2-enedioate), 1-Methylmagnesium bromide, Cyanocuprate, C(=O)(OCC)C1C(CCC1C=C)=O (2-Carboethoxy-3-vinylcyclopentanone), tetrakis(acetonitrile)palladium (II) tetrafluoroborate, EtOAc Hexanes, LiBF4, C(\C=C\CCC(=O)OC)(=O)OC ((E)-Dimethyl hex-2-enedioate), C(C=C)(=O)OC (methyl acrylate). The reagents and catalysts are [Cu]Cl (copper(I) chloride). Solvent: C1CCOC1 (THF), C1CCOC1 (THF). Conditions: temperature 0 celsius, time 1 hour. Yields the product C(C)C1C(C(CC1)=O)C(=O)OC (methyl 2-ethyl-5-oxocyclopentanecarboxylate). Isolated yield 95.1%. As a reaction SMILES: C(OC)(=O)/C=C/CCC(OC)=O.[C:13]([CH:18]1[CH:22]([CH:23]=[CH2:24])[CH2:21][CH2:20][C:19]1=[O:25])([O:15][CH2:16]C)=[O:14].C(OC)(=O)C=C>C1COCC1.[Cu]Cl>[CH2:23]([CH:22]1[CH2:21][CH2:20][C:19](=[O:25])[CH:18]1[C:13]([O:15][CH3:16])=[O:14])[CH3:24]. Reported procedure: A round bottom flask was charged with copper(I) chloride (0.0575 g, 0.581 mmol) and purged with N2. A solution of 1-Methylmagnesium bromide in THF (23.2 mL, 23.2 mmol) was injected and the mixture was cooled to 0° C. A solution of (E)-dimethyl hex-2-enedioate (2 g, 11.6 mmol) in anhydrous THF (10 mL) was injected over 15 minutes, and the reaction was stirred for 30 minutes at 0° C. (E)-Dimethyl hex-2-enedioate was prepared as described in Nugent, William A. and Frank W. Hobbs, Jr. “Conjugate Add... The reactants are NC1=NNC2=CC=CC=C12 (3-aminoindazole), CN(C=O)C (N,N-dimethylformamide), Br.BrCCN1CCCCC1 (1-(2-bromoethyl)piperidine hydrobromide), C([O-])([O-])=O.[K+].[K+] (potassium carbonate). The solvent is O (water), C(Cl)(Cl)Cl (chloroform), C(Cl)(Cl)Cl (chloroform). Reaction conditions: temperature 80 celsius, time 24 hour. The product is N1(CCCCC1)CCNC1=NNC2=CC=CC=C12 (3-(2-piperidinoethylamino)indazole). Isolated yield 55.9%. As a reaction SMILES: [NH2:1][C:2]1[C:10]2[C:5](=[CH:6][CH:7]=[CH:8][CH:9]=2)[NH:4][N:3]=1.Br.Br[CH2:13][CH2:14][N:15]1[CH2:20][CH2:19][CH2:18][CH2:17][CH2:16]1.C(=O)([O-])[O-].[K+].[K+].CN(C)C=O>C(Cl)(Cl)Cl.O>[N:15]1([CH2:14][CH2:13][NH:1][C:2]2[C:10]3[C:5](=[CH:6][CH:7]=[CH:8][CH:9]=3)[NH:4][N:3]=2)[CH2:20][CH2:19][CH2:18][CH2:17][CH2:16]1 |f:1.2,3.4.5|. Procedure: 4.0 g of 3-aminoindazole prepared by the method described in C. E. KWARTLER et. al., J. Am. Chem. Soc., 65, 1804 (1943), 8.18 g of 1-(2-bromoethyl)piperidine hydrobromide obtained from Referential Example 1, 8.28 g of anhydrous potassium carbonate and 80 ml of dried N,N-dimethylformamide were mixed and stirred for 24 hours at 80° C. After the reaction mixture was condensed under reduced pressure, 100 ml of chloroform and 50 ml of water were added to the condensed residue. Then the chloroform lay...